Dataset: the Open Reaction Database (ORD), a public repository of structured organic reaction records. Task: describe an organic reaction: reactants, conditions, products, and yield The reactants are C1CCOC1, CC(C)[N-]C(C)C, CCOC=O, [Cl-], Clc1ccc(N=C2CCC3CCC=CC3S2)cc1, [Li+], [NH4+]. Product: O=CC1=C(Nc2ccc(Cl)cc2)SC2C=CCCC2C1. RXN SMILES: [CH2:34]1[O:35][CH2:36][CH2:37][CH2:38]1.[CH:1]([N-:2][CH:3]([CH3:4])[CH3:5])([CH3:6])[CH3:7].[CH:27](=[O:28])[O:29][CH2:30][CH3:31].[Cl-:32].[Cl:9][c:10]1[cH:11][cH:12][c:13]([N:16]=[C:17]2[S:18][CH:19]3[CH:20]=[CH:21][CH2:22][CH2:23][CH:24]3[CH2:25][CH2:26]2)[cH:14][cH:15]1.[Li+:8].[NH4+:33]>>[Cl:9][c:10]1[cH:11][cH:12][c:13]([NH:16][C:17]2=[C:26]([CH:27]=[O:28])[CH2:25][CH:24]3[CH:19]([S:18]2)[CH:20]=[CH:21][CH2:22][CH2:23]3)[cH:14][cH:15]1. The reactants are BrCCOC=1C=C(C=CC1)C1=NOC2=C1SC=C2 (3-[3-(2-bromo-ethoxy)-phenyl]-thieno[2,3-d]isoxazole), C([O-])([O-])=O.[K+].[K+] (potassium carbonate), CCCC1CCNCC1 (4-N-propylpiperidine). The solvent is C(C)#N (acetonitrile). Product: C(CC)C1CCN(CC1)CCOC=1C=C(C=CC1)C1=NOC2=C1SC=C2 (3-{3-[2-(4-propyl-piperidin-1-yl)-ethoxy]-phenyl}-thieno[2,3-d]isoxazole). As a reaction SMILES: Br[CH2:2][CH2:3][O:4][C:5]1[CH:6]=[C:7]([C:11]2[C:15]3[S:16][CH:17]=[CH:18][C:14]=3[O:13][N:12]=2)[CH:8]=[CH:9][CH:10]=1.C(=O)([O-])[O-].[K+].[K+].[CH3:25][CH2:26][CH2:27][CH:28]1[CH2:33][CH2:32][NH:31][CH2:30][CH2:29]1>C(#N)C>[CH2:27]([CH:28]1[CH2:33][CH2:32][N:31]([CH2:2][CH2:3][O:4][C:5]2[CH:6]=[C:7]([C:11]3[C:15]4[S:16][CH:17]=[CH:18][C:14]=4[O:13][N:12]=3)[CH:8]=[CH:9][CH:10]=2)[CH2:30][CH2:29]1)[CH2:26][CH3:25] |f:1.2.3|. Reported procedure: The title compound is prepared from 3-[3-(2-bromo-ethoxy)-phenyl]-thieno[2,3-d]isoxazole, potassium carbonate, 4-N-propylpiperidine and acetonitrile essentially as described above in example 40. Purity by LC/MS (APCI)=96%, [M+H]+=371.